This data is from the Open Reaction Database (ORD), a public repository of structured organic reaction records. The task is: describe an organic reaction: reactants, conditions, products, and yield Starting materials: COc1ccc(C(C)(C)C)cc1NC(=O)Nc1ccc(Oc2cc(C)nc(C(C)C)n2)c2ccccc12, O=C([O-])O, C1CCOC1, CO, O=C(Cl)Cl, ClCCl, [N-]=C=O, COc1c(N)cc(C(C)(C)C)cc1NS(C)(=O)=O, [Na+]. Product: COc1c(NC(=O)Nc2ccc(Oc3cc(C)nc(C(C)C)n3)c3ccccc23)cc(C(C)(C)C)cc1NS(C)(=O)=O. Reaction SMILES: [C:1]([CH3:2])([CH3:3])([CH3:4])[c:5]1[cH:6][cH:7][c:8]([O:36][CH3:37])[c:9]([NH:11][C:12](=[O:13])[NH:14][c:15]2[cH:16][cH:17][c:18]([O:25][c:26]3[n:27][c:28]([CH:33]([CH3:34])[CH3:35])[n:29][c:30]([CH3:32])[cH:31]3)[c:19]3[cH:20][cH:21][cH:22][cH:23][c:24]23)[cH:10]1.[C:38](=[O:39])([OH:40])[O-:41].[CH2:71]1[O:72][CH2:73][CH2:74][CH2:75]1.[CH3:76][OH:77].[Cl:43][C:44](=[O:45])[Cl:46].[Cl:68][CH2:69][Cl:70].[N-:47]=[C:48]=[O:49].[NH2:50][c:51]1[c:52]([O:53][CH3:54])[c:55]([NH:61][S:62](=[O:63])(=[O:64])[CH3:65])[cH:56][c:57]([C:58]([CH3:59])([CH3:60])[CH3:66])[cH:67]1.[Na+:42]>>[C:1]([CH3:2])([CH3:3])([CH3:4])[c:5]1[cH:6][c:7]([NH:61][S:62](=[O:63])(=[O:64])[CH3:65])[c:8]([O:36][CH3:37])[c:9]([NH:11][C:12](=[O:13])[NH:14][c:15]2[cH:16][cH:17][c:18]([O:25][c:26]3[n:27][c:28]([CH:33]([CH3:34])[CH3:35])[n:29][c:30]([CH3:32])[cH:31]3)[c:19]3[cH:20][cH:21][cH:22][cH:23][c:24]23)[cH:10]1. Reactants: [N+](=O)([O-])C1=CC=C(C(C(=O)O)=C1)O (5-nitrosalicylic acid), ClC=1C=C(N)C=C(C1)Cl (3,5-dichloroaniline), raw materials. The product is ClC=1C=C(C=C(C1)Cl)NC(C1=C(C=CC(=C1)[N+](=O)[O-])O)=O (N-(3,5-Dichlorophenyl)-2-hydroxy-5-nitrobenzamide). Yield: 83.1%. RXN SMILES: [N+:1]([C:4]1[CH:12]=[C:8]([C:9]([OH:11])=O)[C:7]([OH:13])=[CH:6][CH:5]=1)([O-:3])=[O:2].[Cl:14][C:15]1[CH:16]=[C:17]([CH:19]=[C:20]([Cl:22])[CH:21]=1)[NH2:18]>>[Cl:14][C:15]1[CH:16]=[C:17]([NH:18][C:9](=[O:11])[C:8]2[CH:12]=[C:4]([N+:1]([O-:3])=[O:2])[CH:5]=[CH:6][C:7]=2[OH:13])[CH:19]=[C:20]([Cl:22])[CH:21]=1. Procedure details: Using 5-nitrosalicylic acid and 3,5-dichloroaniline as the raw materials, the same operation as the example 16 gave the title compound. Starting materials: IC1=CC(=C(C=C1)N)N (4-Iodo-1,2-phenylenediamine), C1=C(C=CC2=CC=CC=C12)C1CC(=O)OC(C1)=O (3-(2-naphthyl)glutaric anhydride), ClCCl (dichloromethane), amides. Solvent: Cl (HCl), O1CCOCC1 (1,4-dioxane). Conditions: time 1 hour. The product is Cl.IC1=CC2=C(N=C(N2)CC(CC(=O)O)C2=CC3=CC=CC=C3C=C2)C=C1 (4-(5-iodo-2-benzimidazolyl)-3-(2-naphthyl)butanoic acid HCl). Reaction SMILES: [I:1][C:2]1[CH:7]=[CH:6][C:5]([NH2:8])=[C:4]([NH2:9])[CH:3]=1.[CH:10]1[C:19]2[C:14](=[CH:15][CH:16]=[CH:17][CH:18]=2)[CH:13]=[CH:12][C:11]=1[CH:20]1[CH2:26][C:25](=O)[O:24][C:22](=[O:23])[CH2:21]1.[Cl:28]CCl>Cl.O1CCOCC1>[ClH:28].[I:1][C:2]1[CH:7]=[CH:6][C:5]2[N:8]=[C:25]([CH2:26][CH:20]([C:11]3[CH:12]=[CH:13][C:14]4[C:19](=[CH:18][CH:17]=[CH:16][CH:15]=4)[CH:10]=3)[CH2:21][C:22]([OH:24])=[O:23])[NH:9][C:4]=2[CH:3]=1 |f:5.6|. Procedure: 4-Iodo-1,2-phenylenediamine (0.47 g) and 3-(2-naphthyl)glutaric anhydride (0.48 g) were dissolved in dichloromethane (6 ml) with heating. The dark solution was stirred at rt for 1 h. The precipitate formed was collected by suction filtration, washed with dichloromethane, and dried in vacuo to give a mixture of regioisomeric amides (0.82 g) as light red solid. This solid was dissolved in 4M HCl in 1,4-dioxane (3 ml) and the dark solution was heated to reflux for 1 h. The precipitate formed is iso... Starting materials: C[Al](C)C, Cc1ccccc1, COC(=O)c1cc2nc(Nc3c(F)cccc3Cl)n(C)c2c2c1OC(C)(C)C2, Cc1ccc(N)c(F)c1. Product: Cc1ccc(NC(=O)c2cc3nc(Nc4c(F)cccc4Cl)n(C)c3c3c2OC(C)(C)C3)c(F)c1. RXN SMILES: [CH3:38][Al:39]([CH3:40])[CH3:41].[CH3:42][c:43]1[cH:44][cH:45][cH:46][cH:47][cH:48]1.[Cl:1][c:2]1[c:3]([NH:9][c:10]2[n:11][c:12]3[c:13]([n:14]2[CH3:15])[c:16]2[c:20]([c:21]([C:23]([O:25][CH3:24])=[O:26])[cH:22]3)[O:19][C:18]([CH3:27])([CH3:28])[CH2:17]2)[c:4]([F:8])[cH:5][cH:6][cH:7]1.[F:29][c:30]1[c:31]([NH2:32])[cH:33][cH:34][c:35]([CH3:37])[cH:36]1>>[Cl:1][c:2]1[c:3]([NH:9][c:10]2[n:11][c:12]3[c:13]([n:14]2[CH3:15])[c:16]2[c:20]([c:21]([C:23](=[O:25])[NH:32][c:31]4[c:30]([F:29])[cH:36][c:35]([CH3:37])[cH:34][cH:33]4)[cH:22]3)[O:19][C:18]([CH3:27])([CH3:28])[CH2:17]2)[c:4]([F:8])[cH:5][cH:6][cH:7]1. The reactants are C(C)(C)N=C=NC(C)C (diisopropylcarbodiimide), NC1=C(C=C(C(=O)O)C=C1)[N+](=O)[O-] (4-amino-3-nitrobenzoic acid), NN (hydrazine). Solvent: C1CCOC1 (THF). Conditions: time 15 minute. Product: NC1=C(C=C(C(=O)NN)C=C1)[N+](=O)[O-] (4-Amino-3-nitrobenzoic acid hydrazide). RXN SMILES: [NH2:1][C:2]1[CH:10]=[CH:9][C:5]([C:6](O)=[O:7])=[CH:4][C:3]=1[N+:11]([O-:13])=[O:12].C(N=C=NC(C)C)(C)C.[NH2:23][NH2:24]>C1COCC1>[NH2:1][C:2]1[CH:10]=[CH:9][C:5]([C:6]([NH:23][NH2:24])=[O:7])=[CH:4][C:3]=1[N+:11]([O-:13])=[O:12]. Reported procedure: To a suspension of 4-amino-3-nitrobenzoic acid (1.64 g, 9 mmol) in THF (25 mL) was added diisopropylcarbodiimide (1.13 g, 9 mmol). The mixture was stirred at RT for 15 min and to the resulting yellow solution was added hydrazine (600 mg, 18 mmol). The resulting orange suspension was stirred at RT for 2 h. The solid was filtered and washed twice with THF to give the title compound: MS: m/z 195.1 (M−1). Reactants: CC=1SC(=C(N1)C)C=1OC(C2=C(N1)C(=CC=C2)NC(=O)C2=NC=CN=C2)=O (N-(2-(2,4-dimethylthiazol-5-yl)-4-oxo-4H-benzo[d][1,3]oxazin-8-yl)pyrazine-2-carboxamide), CN (CH3NH2). Run in CO (methanol). Conditions: temperature 80 celsius. Product: CC=1SC(=C(N1)C)C1=NC2=C(C=CC=C2C(N1C)=O)NC(=O)C1=NC=CN=C1 (N-(2-(2,4-dimethylthiazol-5-yl)-3-methyl-4-oxo-3,4-dihydroquinazolin-8-yl)pyrazine-2-carboxamide). The yield is 31.0%. Reaction SMILES: [CH3:1][C:2]1[S:3][C:4]([C:8]2O[C:10](=[O:27])[C:11]3[CH:17]=[CH:16][CH:15]=[C:14]([NH:18][C:19]([C:21]4[CH:26]=[N:25][CH:24]=[CH:23][N:22]=4)=[O:20])[C:12]=3[N:13]=2)=[C:5]([CH3:7])[N:6]=1.[CH3:28][NH2:29]>CO>[CH3:1][C:2]1[S:3][C:4]([C:8]2[N:29]([CH3:28])[C:10](=[O:27])[C:11]3[C:12](=[C:14]([NH:18][C:19]([C:21]4[CH:26]=[N:25][CH:24]=[CH:23][N:22]=4)=[O:20])[CH:15]=[CH:16][CH:17]=3)[N:13]=2)=[C:5]([CH3:7])[N:6]=1. Procedure: N-(2-(2,4-dimethylthiazol-5-yl)-4-oxo-4H-benzo[d][1,3]oxazin-8-yl)pyrazine-2-carboxamide 18 (100 mg, 0.26 mmol) was dissolved in 30 wt % solution of CH3NH2 in methanol (10 mL). The reaction mixture was heated at 80° C. for 12 h. The resulting precipitate was collected by filtration and rinsed with DME to give Compound 287 (32 mg, 31% yield). MS (ESI) calc. for C19H16F3N6O2S: 392.11. found: 393 [M+H].